Dataset: the Open Reaction Database (ORD), a public repository of structured organic reaction records. Task: describe an organic reaction: reactants, conditions, products, and yield Reactants: ClCCl, CN1C(=O)C(F)[N+]([O-])=C(c2ccccc2)c2cc(Cl)ccc21, COP(OC)OC. The product is CN1C(=O)C(F)N=C(c2ccccc2)c2cc(Cl)ccc21. As a reaction SMILES: [CH2:30]([Cl:31])[Cl:32].[Cl:1][c:2]1[cH:3][cH:4][c:5]2[c:6]([cH:22]1)[C:7]([c:16]1[cH:17][cH:18][cH:19][cH:20][cH:21]1)=[N+:8]([O-:15])[CH:9]([F:14])[C:10](=[O:13])[N:11]2[CH3:12].[P:23]([O:24][CH3:25])([O:26][CH3:27])[O:28][CH3:29]>>[Cl:1][c:2]1[cH:3][cH:4][c:5]2[c:6]([cH:22]1)[C:7]([c:16]1[cH:17][cH:18][cH:19][cH:20][cH:21]1)=[N:8][CH:9]([F:14])[C:10](=[O:13])[N:11]2[CH3:12]. The product is OC1=CC=CC=2SC(=CC21)C(=O)OC (methyl 4-hydroxybenzo(b)thiophene-2-carboxylate). Procedure: 4-(Methoxymethyloxy)benzo(b)thiophene-2-carboxylic acid (7 g) was dissolved in methanol (140 ml) and thionyl chloride (2.0 ml) was added under ice-cooling. The mixture was refluxed under heating for 2 hr and the reaction mixture was concentrated under reduced pressure. Water was added and the mixture was extracted with ethyl acetate. The organic layer was dried over anhydrous magnesium sulfate, and after filtration, the solvent was evaporated under reduced pressure to give the title compound (6.... RXN SMILES: COC[O:4][C:5]1[C:13]2[CH:12]=[C:11]([C:14]([OH:16])=[O:15])[S:10][C:9]=2[CH:8]=[CH:7][CH:6]=1.S(Cl)(Cl)=O.[CH3:21]O>>[OH:4][C:5]1[C:13]2[CH:12]=[C:11]([C:14]([O:16][CH3:21])=[O:15])[S:10][C:9]=2[CH:8]=[CH:7][CH:6]=1. Reactants: COCOC1=CC=CC=2SC(=CC21)C(=O)O (4-(Methoxymethyloxy)benzo(b)thiophene-2-carboxylic acid), CO (methanol), S(=O)(Cl)Cl (thionyl chloride). Starting materials: ClC1=CC2=C(N(C(=N2)CCCC=O)COCC[Si](C)(C)C)C=C1Cl (4-(5,6-Dichloro-1-{[2-(trimethylsilyl)ethoxy]methyl}-1H-1,3-benzodiazol-2-yl)butanal), CC1(O[C@@H]2[C@H](O1)[C@H](C[C@H]2N2C=CC1=C2N=CN=C1NC1CC1)CNC(C)C)C (7-[(3aS,4R,6R,6aR)-2,2-dimethyl-6-[(propan-2-ylamino)methyl]-hexahydrocyclopenta[d][1,3]dioxol-4-yl]-N-cyclopropyl-7H-pyrrolo[2,3-d]pyrimidin-4-amine), C(C)(=O)O[BH-](OC(C)=O)OC(C)=O.[Na+] (Sodium triacetoxyborohydride). Run in ClCCCl (DCE). Run at time 15 minute. Product: ClC1=CC2=C(N(C(=N2)CCCCN(C(C)C)C[C@H]2C[C@H]([C@H]3[C@@H]2OC(O3)(C)C)N3C=CC2=C3N=CN=C2NC2CC2)COCC[Si](C)(C)C)C=C1Cl (7-[(3aS,4R,6R,6aR)-6-({[4-(5,6-Dichloro-1-{[2-(trimethylsilyl)ethoxy]methyl}-1H-1,3-benzodiazol-2-yl)butyl](propan-2-yl)amino}methyl)-2,2-dimethyl-hexahydrocyclopenta[d][1,3]dioxol-4-yl]-N-cyclopropyl-7H-pyrrolo[2,3-d]pyrimidin-4-amine). Isolated yield 74.0%. As a reaction SMILES: [Cl:1][C:2]1[C:23]([Cl:24])=[CH:22][C:5]2[N:6]([CH2:14][O:15][CH2:16][CH2:17][Si:18]([CH3:21])([CH3:20])[CH3:19])[C:7]([CH2:9][CH2:10][CH2:11][CH:12]=O)=[N:8][C:4]=2[CH:3]=1.[CH3:25][C:26]1([CH3:52])[O:30][C@@H:29]2[C@@H:31]([CH2:47][NH:48][CH:49]([CH3:51])[CH3:50])[CH2:32][C@@H:33]([N:34]3[C:38]4[N:39]=[CH:40][N:41]=[C:42]([NH:43][CH:44]5[CH2:46][CH2:45]5)[C:37]=4[CH:36]=[CH:35]3)[C@@H:28]2[O:27]1.C(O[BH-](OC(=O)C)OC(=O)C)(=O)C.[Na+]>ClCCCl>[Cl:1][C:2]1[C:23]([Cl:24])=[CH:22][C:5]2[N:6]([CH2:14][O:15][CH2:16][CH2:17][Si:18]([CH3:19])([CH3:21])[CH3:20])[C:7]([CH2:9][CH2:10][CH2:11][CH2:12][N:48]([CH2:47][C@@H:31]3[C@H:29]4[O:30][C:26]([CH3:52])([CH3:25])[O:27][C@H:28]4[C@H:33]([N:34]4[C:38]5[N:39]=[CH:40][N:41]=[C:42]([NH:43][CH:44]6[CH2:46][CH2:45]6)[C:37]=5[CH:36]=[CH:35]4)[CH2:32]3)[CH:49]([CH3:50])[CH3:51])=[N:8][C:4]=2[CH:3]=1 |f:2.3|. Reported procedure: 4-(5,6-Dichloro-1-{[2-(trimethylsilyl)ethoxy]methyl}-1H-1,3-benzodiazol-2-yl)butanal (0.285 g, 0.735 mmol) and 7-[(3aS,4R,6R,6aR)-2,2-dimethyl-6-[(propan-2-ylamino)methyl]-hexahydrocyclopenta[d][1,3]dioxol-4-yl]-N-cyclopropyl-7H-pyrrolo[2,3-d]pyrimidin-4-amine (0.270 g, 0.700 mmol) were dissolved in DCE (17 ml) at r.t. under N2 and left for 15 mins. Sodium triacetoxyborohydride (0.208 g, 0.981 mmol) was added and the reaction left overnight. The reaction was quenched by the addition of sat. Na2C... Starting materials: N(=O)[O-].[Na+] (sodium nitrite), cuprous chloride, Cl (hydrochloric acid), ClC1=C(N)C(=CC(=C1)C(F)(F)F)Cl (2,6-Dichloro-4-trifluoromethylaniline), Cl (hydrochloric acid). Solvent: O (water). Conditions: temperature -6 celsius, time 30 minute. The product is ClC=1C=C(C=C(C1Cl)Cl)C(F)(F)F (3,4,5-trichlorobenzotrifluoride). RXN SMILES: [Cl:1][C:2]1[CH:8]=[C:7]([C:9]([F:12])([F:11])[F:10])[CH:6]=[C:5]([Cl:13])[C:3]=1N.N([O-])=O.[Na+].[ClH:18]>O>[Cl:1][C:2]1[CH:8]=[C:7]([C:9]([F:12])([F:11])[F:10])[CH:6]=[C:5]([Cl:13])[C:3]=1[Cl:18] |f:1.2|. Procedure details: 2,6-Dichloro-4-trifluoromethylaniline (3.3 kg) in concentrated hydrochloric acid (25 liters) was stirred for 1 hour and then cooled to -6° C. A solution of sodium nitrite (1.41 kg) in water (3 liters) was added over a period of 4 hours keeping the temperature between -5° and -12°. The mixture was then stirred between -5° and 0° until all solid had dissolved (3.5 hours). The mixture was then added in 2 liter portions over a period of 35 minutes to a solution of cuprous chloride (1.5 kg) in concen... Starting materials: [Al+3], CO, [H-], [H-], [H-], [H-], [Li+], N, C1CCOC1, COC(=O)c1ccc(C=Cc2ccncc2)nc1. Yields the product OCc1ccc(C=Cc2ccncc2)nc1. Reaction SMILES: [Al+3:2].[CH3:26][OH:27].[H-:1].[H-:4].[H-:5].[H-:6].[Li+:3].[NH3:25].[O:28]1[CH2:29][CH2:30][CH2:31][CH2:32]1.[n:7]1[cH:8][cH:9][c:10]([CH:13]=[CH:14][c:15]2[n:16][cH:17][c:18]([C:21](=[O:22])[O:23][CH3:24])[cH:19][cH:20]2)[cH:11][cH:12]1>>[n:7]1[cH:8][cH:9][c:10]([CH:13]=[CH:14][c:15]2[n:16][cH:17][c:18]([CH2:21][OH:22])[cH:19][cH:20]2)[cH:11][cH:12]1. The product is Cl, CNCC(=O)N1c2ccc(S(=O)(=O)n3cc(-c4ccccc4)[nH]c3=O)cc2CC1C. RXN SMILES: [CH3:32][NH2:33].[CH3:34][C:35](=[O:36])[CH3:37].[I-:31].[Na+:30].[c:1]1(-[c:7]2[nH:8][c:9](=[O:29])[n:10]([S:12](=[O:13])(=[O:14])[c:15]3[cH:16][c:17]4[c:21]([cH:22][cH:23]3)[N:20]([C:24]([CH2:25][Cl:26])=[O:27])[CH:19]([CH3:28])[CH2:18]4)[cH:11]2)[cH:2][cH:3][cH:4][cH:5][cH:6]1>>[ClH:26].[c:1]1(-[c:7]2[nH:8][c:9](=[O:29])[n:10]([S:12](=[O:13])(=[O:14])[c:15]3[cH:16][c:17]4[c:21]([cH:22][cH:23]3)[N:20]([C:24]([CH2:25][NH:33][CH3:32])=[O:27])[CH:19]([CH3:28])[CH2:18]4)[cH:11]2)[cH:2][cH:3][cH:4][cH:5][cH:6]1. The reactants are CN, CC(C)=O, [I-], [Na+], CC1Cc2cc(S(=O)(=O)n3cc(-c4ccccc4)[nH]c3=O)ccc2N1C(=O)CCl. The reactants are [N+](=O)([O-])C=1C=C(C=O)C=CC1N1CCC(CC1)CN1CCCC1 (3-Nitro-4-(4-pyrrolidin-1-ylmethyl-piperidin-1-yl)-benzaldehyde), N1CCCCC1 (piperidine). Yields the product [N+](=O)([O-])C1=C(C=CC(=C1)CN1CCCC1)N1CCC(CC1)CN1CCCC1 (1-(2-Nitro-4-pyrrolidin-1-ylmethyl-phenyl)-4-pyrrolidin-1-ylmethyl-piperidine). Reaction SMILES: [N+:1]([C:4]1[CH:5]=[C:6]([CH:9]=[CH:10][C:11]=1[N:12]1[CH2:17][CH2:16][CH:15]([CH2:18][N:19]2[CH2:23][CH2:22][CH2:21][CH2:20]2)[CH2:14][CH2:13]1)[CH:7]=O)([O-:3])=[O:2].[NH:24]1[CH2:29][CH2:28][CH2:27][CH2:26]C1>>[N+:1]([C:4]1[CH:5]=[C:6]([CH2:7][N:24]2[CH2:26][CH2:27][CH2:28][CH2:29]2)[CH:9]=[CH:10][C:11]=1[N:12]1[CH2:17][CH2:16][CH:15]([CH2:18][N:19]2[CH2:23][CH2:22][CH2:21][CH2:20]2)[CH2:14][CH2:13]1)([O-:3])=[O:2]. Procedure: Prepared from the product of Example 64 and piperidine.